Dataset: the Open Reaction Database (ORD), a public repository of structured organic reaction records. Task: describe an organic reaction: reactants, conditions, products, and yield Reactants: N1C(=NC=C1)CC1=C(C2=C(S1)C=C(C=C2)C#N)C (2-(1-imidazolylmethyl)-3-methylbenzo[b]thiophene-6-carbonitrile), [OH-].[Na+] (sodium hydroxide), C(C)O (ethanol). Solvent: O (water). Product: N1C(=NC=C1)CC1=C(C2=C(S1)C=C(C=C2)C(=O)O)C (2-(1-imidazolylmethyl)-3-methylbenzo[b]thiophene-6-carboxylic acid). As a reaction SMILES: [NH:1]1[CH:5]=[CH:4][N:3]=[C:2]1[CH2:6][C:7]1[S:11][C:10]2[CH:12]=C(C#N)[CH:14]=[CH:15][C:9]=2[C:8]=1[CH3:18].[OH-:19].[Na+].[CH2:21]([OH:23])[CH3:22]>O>[NH:1]1[CH:5]=[CH:4][N:3]=[C:2]1[CH2:6][C:7]1[S:11][C:10]2[CH:12]=[C:22]([C:21]([OH:19])=[O:23])[CH:14]=[CH:15][C:9]=2[C:8]=1[CH3:18] |f:1.2|. Procedure: A mixture of 2-(1-imidazolylmethyl)-3-methylbenzo[b]thiophene-6-carbonitrile (0.40 g), sodium hydroxide (0.20 g), ethanol (2 ml) and water (20 ml) was heated under reflux for 24 hours. The solution was evaporated and the residue was dissolved in water and the solution was acidified with acetic acid. The solid was filtered off and purified by redissolving in dilute sodium hydroxide solution, filtering and acidifying the filtrate with acetic acid. The solid was filtered off, washed with water and ... Starting materials: CCO, Cn1cc2c(C3CC3C=O)cccc2n1, Cl, NO, [Na+], [OH-], O. Yields the product Cn1cc2c(C3CC3C=NO)cccc2n1. Reaction SMILES: [CH2:22]([OH:23])[CH3:24].[CH3:1][n:2]1[n:3][c:4]2[cH:5][cH:6][cH:7][c:8]([CH:11]3[CH:12]([CH:14]=[O:15])[CH2:13]3)[c:9]2[cH:10]1.[ClH:18].[NH2:19][OH:20].[Na+:17].[OH-:16].[OH2:21]>>[CH3:1][n:2]1[n:3][c:4]2[cH:5][cH:6][cH:7][c:8]([CH:11]3[CH:12]([CH:14]=[N:19][OH:16])[CH2:13]3)[c:9]2[cH:10]1. The reactants are C1(=CC=CC=C1)CCCC(C)OC1=CC(=C(C=C1)C1NCCC(C1)O)OCC1=CC=CC=C1 (2-[4-(5-phenyl-2-pentyloxy)-2-benzyloxyphenyl]-4-piperidinol), N,O-dipropionyl, C(CC)(=O)OC(CC)=O (propionic anhydride), [H-].[Al+3].[Li+].[H-].[H-].[H-] (lithium aluminum hydride). Yields the product C(CC)N1[C@H](C[C@H](CC1)O)C1=C(C=C(C=C1)OC(C)CCCC1=CC=CC=C1)O (N-Propyl-cis-2-[4-(5-phenyl-2-pentyloxy)-2-hydroxyphenyl]-4-piperidinol). RXN SMILES: [C:1]1([CH2:7][CH2:8][CH2:9][CH:10]([O:12][C:13]2[CH:18]=[CH:17][C:16]([CH:19]3[CH2:24][CH:23]([OH:25])[CH2:22][CH2:21][NH:20]3)=[C:15]([O:26]CC3C=CC=CC=3)[CH:14]=2)[CH3:11])[CH:6]=[CH:5][CH:4]=[CH:3][CH:2]=1.[C:34](OC(=O)CC)(=O)[CH2:35][CH3:36].[H-].[Al+3].[Li+].[H-].[H-].[H-]>>[CH2:34]([N:20]1[CH2:21][CH2:22][C@H:23]([OH:25])[CH2:24][C@@H:19]1[C:16]1[CH:17]=[CH:18][C:13]([O:12][CH:10]([CH2:9][CH2:8][CH2:7][C:1]2[CH:2]=[CH:3][CH:4]=[CH:5][CH:6]=2)[CH3:11])=[CH:14][C:15]=1[OH:26])[CH2:35][CH3:36] |f:2.3.4.5.6.7|. Procedure: Acylation of 2-[4-(5-phenyl-2-pentyloxy)-2-benzyloxyphenyl]-4-piperidinol with propionic anhydride by the method of Example 8, followed by lithium aluminum hydride reduction of the resulting N,O-dipropionyl intermediate by the method of Example 9, Part A, and finally, debenzylation by the method of Example 9, Part B, provides the title compound in like manner. Reactants: C(C)(C)[N-]C(C)C.[Li+] (lithium diisopropylamide), solution, CCCCCCC.O1CCCC1.C(C)C1=CC=CC=C1 (heptane tetrahydrofuran ethylbenzene), B(OC(C)C)(OC(C)C)OC(C)C (triisopropyl borate), FC1=NC(=CC=C1)OCCOC (2-Fluoro-6-(2-methoxyethoxy)pyridine), FC1=CC=C(C(=N1)OCCOC)B(O)O (6-fluoro-2-(2-methoxyethoxy)pyridin-3-ylboronic acid). Run in C1CCOC1 (THF). Run at temperature -60 celsius, time 1 hour. Yields the product FC1=NC(=CC=C1B(O)O)OCCOC (2-fluoro-6-(2-methoxyethoxy)pyridin-3-ylboronic acid). The yield is 15.9%. Reaction SMILES: [F:1][C:2]1[CH:7]=[CH:6][CH:5]=[C:4]([O:8][CH2:9][CH2:10][O:11][CH3:12])[N:3]=1.C([N-]C(C)C)(C)C.[Li+].CCCCCCC.O1CCCC1.C(C1C=CC=CC=1)C.[B:41](OC(C)C)([O:46]C(C)C)[O:42]C(C)C.FC1N=C(OCCOC)C(B(O)O)=CC=1>C1COCC1>[F:1][C:2]1[C:7]([B:41]([OH:46])[OH:42])=[CH:6][CH:5]=[C:4]([O:8][CH2:9][CH2:10][O:11][CH3:12])[N:3]=1 |f:1.2,3.4.5|. Procedure details: 2-Fluoro-6-(2-methoxyethoxy)pyridine (1.13 g, 6.60 mmol) in THF (5 mL) was cooled to −60° C. and treated with lithium diisopropylamide, 2.0 M solution in heptane/tetrahydrofuran/ethylbenzene (4.95 mL, 9.90 mmol) (Aldrich) and stirred at −60° C. for 1 h. The mixture was then treated with triisopropyl borate (2.277 mL, 9.90 mmol) (Aldrich) and allowed to warm to RT over 30 min. It was then quenched by the addition of a saturated solution of ammonium chloride and stirred for 30 min. The reaction mi...